From a dataset of the Open Reaction Database (ORD), a public repository of structured organic reaction records. describe an organic reaction: reactants, conditions, products, and yield Reactants: CCOC(=O)CC(=O)OCC, COCCOC, Cl, O=C(Cl)c1ccc(NCCCCCCCCCCCCCCCC(F)(F)F)cc1, [H-], [Na+]. Yields the product CCOC(=O)C(C(=O)OCC)C(=O)c1ccc(NCCCCCCCCCCCCCCCC(F)(F)F)cc1. RXN SMILES: [C:1]([CH2:2][C:3](=[O:4])[O:5][CH2:6][CH3:7])(=[O:8])[O:9][CH2:10][CH3:11].[CH3:44][O:45][CH2:46][CH2:47][O:48][CH3:49].[ClH:14].[F:15][C:16]([CH2:17][CH2:18][CH2:19][CH2:20][CH2:21][CH2:22][CH2:23][CH2:24][CH2:25][CH2:26][CH2:27][CH2:28][CH2:29][CH2:30][CH2:31][NH:32][c:33]1[cH:34][cH:35][c:36]([C:37](=[O:38])[Cl:39])[cH:40][cH:41]1)([F:42])[F:43].[H-:12].[Na+:13]>>[C:1]([CH:2]([C:3](=[O:4])[O:5][CH2:6][CH3:7])[C:37]([c:36]1[cH:35][cH:34][c:33]([NH:32][CH2:31][CH2:30][CH2:29][CH2:28][CH2:27][CH2:26][CH2:25][CH2:24][CH2:23][CH2:22][CH2:21][CH2:20][CH2:19][CH2:18][CH2:17][C:16]([F:15])([F:42])[F:43])[cH:41][cH:40]1)=[O:38])(=[O:8])[O:9][CH2:10][CH3:11]. Reactants: FC1=CC=C(C=C1)C=1SC(=CC1C1=CC=C(C=C1)S(=O)(=O)C)[N+](=O)[O-] (2-(4-fluorophenyl)-3-[4-(methylsulfonyl)phenyl]-5-nitrothiophene), [Cl-].[NH4+] (ammonium chloride). The reagents and catalysts are [Fe] (iron). Run in C(C)O (ethanol), O (water). Product: FC1=CC=C(C=C1)C1=C(C=C(S1)N)C1=CC=C(C=C1)S(=O)(=O)C (5-(4-fluorophenyl)-4-[4-(methylsulfonyl)phenyl]-2-thiophenamine). Yield: 81.5%. RXN SMILES: [F:1][C:2]1[CH:7]=[CH:6][C:5]([C:8]2[S:9][C:10]([N+:23]([O-])=O)=[CH:11][C:12]=2[C:13]2[CH:18]=[CH:17][C:16]([S:19]([CH3:22])(=[O:21])=[O:20])=[CH:15][CH:14]=2)=[CH:4][CH:3]=1.[Cl-].[NH4+]>C(O)C.O.[Fe]>[F:1][C:2]1[CH:3]=[CH:4][C:5]([C:8]2[S:9][C:10]([NH2:23])=[CH:11][C:12]=2[C:13]2[CH:18]=[CH:17][C:16]([S:19]([CH3:22])(=[O:21])=[O:20])=[CH:15][CH:14]=2)=[CH:6][CH:7]=1 |f:1.2|. Reported procedure: A mixture of 2-(4-fluorophenyl)-3-[4-(methylsulfonyl)phenyl]-5-nitrothiophene (3.6 g), iron powder (3.6 g) and ammonium chloride (0.36 g) in ethanol (58 ml) and water (22 ml) was stirred and refluxed for 1 hour. The insoluble was filtered and washed with N,N-dimethylformamide (40 ml). The filtrate was concentrated. The residue was triturated with water, filtered, and washed with water and ethanol to give a pale yellow powder of 5-(4-fluorophenyl)-4-[4-(methylsulfonyl)phenyl]-2-thiophenamine (2.7... Starting materials: C1OC=2C=C(C=CC2O1)CC(C)=O (3,4-methylenedioxyphenylacetone), [H-].[Na+] (sodium hydride), C(C)OC(CI)OCC (iodoacetaldehyde diethyl acetal). Solvent: CN(C=O)C (dimethylformamide), CN(C=O)C (dimethylformamide). The product is C(C)OC(CC(C(C)=O)C1=CC2=C(C=C1)OCO2)OCC (5,5-diethoxy-3-(3,4-methylenedioxyphenyl)pentan-2-one). Isolated yield 94.7%. RXN SMILES: [CH2:1]1[O:9][C:8]2[CH:7]=[CH:6][C:5]([CH2:10][C:11](=[O:13])[CH3:12])=[CH:4][C:3]=2[O:2]1.[H-].[Na+].[CH2:16]([O:18][CH:19]([O:22][CH2:23][CH3:24])[CH2:20]I)[CH3:17]>CN(C)C=O>[CH2:16]([O:18][CH:19]([O:22][CH2:23][CH3:24])[CH2:20][CH:10]([C:5]1[CH:6]=[CH:7][C:8]2[O:9][CH2:1][O:2][C:3]=2[CH:4]=1)[C:11](=[O:13])[CH3:12])[CH3:17] |f:1.2|. Reported procedure: To 11.7 g of 3,4-methylenedioxyphenylacetone in 100 ml of dimethylformamide, 2.76 g of 60% oily sodium hydride was added under cooling with ice with stirring, and after stirring at the same temperature for 30 minutes, 20.9 g of iodoacetaldehyde diethyl acetal in 20 ml of dimethylformamide was added. The reaction solution was stirred at room temperature for 2 hours and partitioned between water and ethyl ether. The organic layer was washed with saturated aqueous sodium chloride and then dried ove... The reactants are CC(C(=O)NC(C(=O)N1CCC2NCC(Oc3ccc(F)c(F)c3)C21)C(C)(C)C)N(C)C(=O)OCc1ccccc1, CS(=O)(=O)Cl, CN(C)c1ccncc1, CCN(C(C)C)C(C)C, ClCCl. Product: CC(C(=O)NC(C(=O)N1CCC2C1C(Oc1ccc(F)c(F)c1)CN2S(C)(=O)=O)C(C)(C)C)N(C)C(=O)OCc1ccccc1. RXN SMILES: [CH2:1]([c:2]1[cH:3][cH:4][cH:5][cH:6][cH:7]1)[O:8][C:9]([N:10]([CH3:11])[CH:12]([CH3:13])[C:14]([NH:15][CH:16]([C:17]([CH3:18])([CH3:19])[CH3:20])[C:21](=[O:22])[N:23]1[CH:24]2[CH:25]([CH2:26][CH2:27]1)[NH:28][CH2:29][CH:30]2[O:31][c:32]1[cH:33][c:34]([F:39])[c:35]([F:38])[cH:36][cH:37]1)=[O:40])=[O:41].[CH3:51][S:52]([Cl:53])(=[O:54])=[O:55].[CH3:56][N:57]([c:58]1[cH:59][cH:60][n:61][cH:62][cH:63]1)[CH3:64].[CH:42]([N:43]([CH2:44][CH3:45])[CH:46]([CH3:47])[CH3:48])([CH3:49])[CH3:50].[Cl:65][CH2:66][Cl:67]>>[CH2:1]([c:2]1[cH:3][cH:4][cH:5][cH:6][cH:7]1)[O:8][C:9]([N:10]([CH3:11])[CH:12]([CH3:13])[C:14]([NH:15][CH:16]([C:17]([CH3:18])([CH3:19])[CH3:20])[C:21](=[O:22])[N:23]1[CH:24]2[CH:25]([CH2:26][CH2:27]1)[N:28]([S:52]([CH3:51])(=[O:54])=[O:55])[CH2:29][CH:30]2[O:31][c:32]1[cH:33][c:34]([F:39])[c:35]([F:38])[cH:36][cH:37]1)=[O:40])=[O:41].